Task: describe an organic reaction: reactants, conditions, products, and yield. Dataset: the Open Reaction Database (ORD), a public repository of structured organic reaction records The reactants are COc1ccc2c(c1)CCC2=O, CCO, O, Cc1onc(-c2ccccc2)c1C=O. Product: COc1ccc2c(c1)CC(=Cc1c(-c3ccccc3)noc1C)C2=O. As a reaction SMILES: [CH3:1][O:2][c:3]1[cH:4][c:5]2[c:9]([cH:10][cH:11]1)[C:8](=[O:12])[CH2:7][CH2:6]2.[CH3:27][CH2:28][OH:29].[OH2:30].[c:13]1(-[c:19]2[n:20][o:21][c:22]([CH3:26])[c:23]2[CH:24]=[O:25])[cH:14][cH:15][cH:16][cH:17][cH:18]1>>[CH3:1][O:2][c:3]1[cH:4][c:5]2[c:9]([cH:10][cH:11]1)[C:8](=[O:12])[C:7](=[CH:24][c:23]1[c:19](-[c:13]3[cH:14][cH:15][cH:16][cH:17][cH:18]3)[n:20][o:21][c:22]1[CH3:26])[CH2:6]2. Reaction SMILES: [C:1]([N:9]1[CH2:14][CH:13]2[CH2:15][CH2:16][CH:10]1[CH2:11][N:12]2C)(=O)C1C=CC=CC=1>Cl>[CH3:1][N:9]1[CH2:14][CH:13]2[CH2:15][CH2:16][CH:10]1[CH2:11][NH:12]2. Procedure details: A solution of 2-benzoyl-5-methyl-2,5-diazabicyclo[2.2.2]octane (17.2 g, 0.074 mole) in concentrated hydrochloric acid (172 ml) was refluxed 48 hours. The solution was evaporated to dryness in vacuo and the residue triturated with diethyl ether. The supernatant, after centrifugation, was decanted, and the procedure was repeated using absolute ethanol. The hygroscopic residue of 2-methyl-2,5-diazabicyclo[2.2.2]octane . 2HCl (12.1 g, 81.5%) was dried in vacuo. It slowly decomposed above 300°C. The product is CN1C2CNC(C1)CC2 (2-Methyl-2,5-diazabicyclo[2.2.2]octane). Solvent: Cl (hydrochloric acid). Starting materials: C(C1=CC=CC=C1)(=O)N1C2CN(C(C1)CC2)C (2-benzoyl-5-methyl-2,5-diazabicyclo[2.2.2]octane).